From a dataset of the Open Reaction Database (ORD), a public repository of structured organic reaction records. describe an organic reaction: reactants, conditions, products, and yield Starting materials: COC(CCCNC(NOCC1=CC=CC=C1)=O)OC (3-(4,4-dimethoxy-butyl)-1-(benzyloxy)-urea), [H-].[Na+] (NaH), [H-].[Na+] (NaH), BrCCBr (1,2-dibromoethane). Run in CN(C)C=O (DMF), CCOC(=O)C (EtOAc). Run at time 30 minute. Yields the product C(C1=CC=CC=C1)ON1C(N(CC1)CCCC(OC)OC)=O (1-Benzyloxy-3-(4,4-dimethoxy-butyl)-imidazolidin-2-one). Yield: 35.5%. RXN SMILES: [CH3:1][O:2][CH:3]([O:19][CH3:20])[CH2:4][CH2:5][CH2:6][NH:7][C:8](=[O:18])[NH:9][O:10][CH2:11][C:12]1[CH:17]=[CH:16][CH:15]=[CH:14][CH:13]=1.[H-].[Na+].Br[CH2:24][CH2:25]Br>CN(C=O)C.CCOC(C)=O>[CH2:11]([O:10][N:9]1[CH2:25][CH2:24][N:7]([CH2:6][CH2:5][CH2:4][CH:3]([O:19][CH3:20])[O:2][CH3:1])[C:8]1=[O:18])[C:12]1[CH:13]=[CH:14][CH:15]=[CH:16][CH:17]=1 |f:1.2|. Procedure: To a solution of 3-(4,4-dimethoxy-butyl)-1-(benzyloxy)-urea (4.14 g, 14.7 mmol) in DMF (40 mL) was added NaH (60 wt % in mineral oil, 0.659 g, 16.5 mmol). After 30 minutes, 1,2-dibromoethane (1.30 mL, 15.1 mmol) was added and the mixture was stirred for an additional 40 minutes. An additional amount of NaH (60 wt % in mineral oil, 0.636 g, 15.9 mmol) was added and the mixture was stirred at room temperature for 3 hours. The mixture was diluted with EtOAc (150 mL), washed with brine (5×25 mL), dr...